Dataset: the Open Reaction Database (ORD), a public repository of structured organic reaction records. Task: describe an organic reaction: reactants, conditions, products, and yield The reactants are C(C)(C)N(CC)C(C)C (diisopropylethylamine), ClC(=O)OC1=CC=C(C=C1)[N+](=O)[O-] (4-nitrophenyl chloroformate), N[C@@H](C(=O)N1CCC(CC1)(C1CCCCC1)C(CCC)=O)CC1=CC=C(C=C1)OC (1-{1-[(R)-2-amino-3-(4-methoxyphenyl)propionyl]-4-cyclohexylpiperidin-4-yl}butan-1-one), FC(C(=O)O)(F)F.FC(C(=O)O)(F)F.N1C=NC(=C1)CCCCCN (5-(1H-imidazol-4-yl)pentylamine bis(trifluoroacetate)). Run in O (water), C(Cl)Cl (DCM), CN(C)C=O (DMF). Run at time 2 hour. Yields the product C1(CCCCC1)C1(CCN(CC1)C([C@@H](CC1=CC=C(C=C1)OC)NC(=O)NCCCCCC=1N=CNC1)=O)C(=O)OCC (ethyl 4-cyclohexyl-1-[(R)-2-{3-[5-(1H-imidazol-4-yl)pentyl]ureido}-3-(4-methoxy-phenyl)propionyl]piperidine-4-carboxylate). Yield: 13.7%. As a reaction SMILES: C(N(C(C)C)CC)(C)C.Cl[C:11]([O:13][C:14]1[CH:19]=[CH:18][C:17]([N+]([O-])=O)=[CH:16][CH:15]=1)=O.[NH2:23][C@H:24]([CH2:44]C1C=CC(OC)=CC=1)[C:25]([N:27]1[CH2:32][CH2:31][C:30]([C:39](=[O:43])CCC)([CH:33]2[CH2:38][CH2:37][CH2:36][CH2:35][CH2:34]2)[CH2:29][CH2:28]1)=[O:26].F[C:54](F)(F)[C:55]([OH:57])=O.FC(F)(F)[C:62]([OH:64])=O.[NH:67]1[CH:71]=[C:70]([CH2:72][CH2:73][CH2:74][CH2:75][CH2:76][NH2:77])[N:69]=[CH:68]1>C(Cl)Cl.CN(C=O)C.O>[CH:33]1([C:30]2([C:39]([O:57][CH2:55][CH3:54])=[O:43])[CH2:31][CH2:32][N:27]([C:25](=[O:26])[C@H:24]([NH:23][C:62]([NH:77][CH2:76][CH2:75][CH2:74][CH2:73][CH2:72][C:70]3[N:69]=[CH:68][NH:67][CH:71]=3)=[O:64])[CH2:44][C:17]3[CH:18]=[CH:19][C:14]([O:13][CH3:11])=[CH:15][CH:16]=3)[CH2:28][CH2:29]2)[CH2:34][CH2:35][CH2:36][CH2:37][CH2:38]1 |f:3.4.5|. Reported procedure: 16 μL of diisopropylethylamine and 10 mg (51 μmol) of 4-nitrophenyl chloroformate are added to 25 mg (47 μmol) of 1-{1-[(R)-2-amino-3-(4-methoxyphenyl)propionyl]-4-cyclohexylpiperidin-4-yl}butan-1-one (cf. preparation 4.4) dissolved in 5 ml of DCM. The reaction mixture is stirred for 2 hours at room temperature. The reaction is stopped by adding water and the organic compounds are extracted with DCM. The organic phase is then dried over MgSO4, filtered and concentrated. The oil obtained is disso... Reactants: C=CC1=CC=CC=C1 (styrene), C=CC1=CC=CC=C1 (styrene), N(=NC(C#N)(C)C)C(C#N)(C)C (azobisisobutyronitrile), C(C1=CC=CC=C1)(=O)OOC(C1=CC=CC=C1)=O (benzoyl peroxide). Product: C(=C)C1=NC=CC=C1.C=CC1=CC=CC=C1 (2-vinylpyridine styrene), C(=C)C1=CC=NC=C1.C=CC1=CC=CC=C1 (4-vinylpyridine styrene). Reaction SMILES: [N:1]([C:8](C)(C)C#N)=NC(C)(C)C#N.[C:13](OO[C:23](=O)[C:24]1[CH:29]=[CH:28]C=[CH:26][CH:25]=1)(=O)[C:14]1[CH:19]=[CH:18][CH:17]=[CH:16][CH:15]=1.[CH2:31]=[CH:32][C:33]1[CH:38]=[CH:37][CH:36]=[CH:35][CH:34]=1>>[CH:14]([C:15]1[CH:16]=[CH:17][CH:18]=[CH:19][N:1]=1)=[CH2:13].[CH2:31]=[CH:32][C:33]1[CH:38]=[CH:37][CH:36]=[CH:35][CH:34]=1.[CH:29]([C:24]1[CH:23]=[CH:8][N:1]=[CH:26][CH:25]=1)=[CH2:28].[CH2:31]=[CH:32][C:33]1[CH:38]=[CH:37][CH:36]=[CH:35][CH:34]=1 |f:3.4,5.6|. Procedure details: A series of 2-vinylpyridine/styrene and 4-vinylpyridine/styrene copolymers was prepared by radical polymerization using azobisisobutyronitrile or benzoyl peroxide as initiator. The styrene content of the copolymer ranged from 15% to 50% by weight. Larger or smaller amounts of styrene may be used. The product is CCN(CC)CCOc1ccc(N=C=O)cc1. RXN SMILES: [C:1]([c:2]1[nH:3][cH:4][cH:5][n:6]1)([c:7]1[nH:8][cH:9][cH:10][n:11]1)=[S:12].[CH2:13]([CH3:14])[N:15]([CH2:16][CH2:17][O:18][c:19]1[cH:20][cH:21][c:22]([N+:25]([O-:26])=[O:27])[cH:23][cH:24]1)[CH2:28][CH3:29].[CH3:30][N:31]([CH:32]=[O:33])[CH3:34]>>[CH2:13]([CH3:14])[N:15]([CH2:16][CH2:17][O:18][c:19]1[cH:20][cH:21][c:22]([N:25]=[C:32]=[O:33])[cH:23][cH:24]1)[CH2:28][CH3:29]. Reactants: S=C(c1ncc[nH]1)c1ncc[nH]1, CCN(CC)CCOc1ccc([N+](=O)[O-])cc1, CN(C)C=O.